From a dataset of the Open Reaction Database (ORD), a public repository of structured organic reaction records. describe an organic reaction: reactants, conditions, products, and yield Starting materials: COC=1C=C(C=C(C1)NC(C(F)(F)F)=O)C(=C1C2CC3CC(CC1C3)C2)OC (3-Methoxy-5-trifluoroacetamido-1-(methoxytricyclo[3,3,1,13,7 ]dec-2-ylidene-methyl)benzene), K2CO2, O (water). Run in CO (MeOH). The product is NC=1C=C(C=C(C1)OC)C(=C1C2CC3CC(CC1C3)C2)OC (3-Amino-5-methoxy-1-(methoxytricyclo[3,3,1,13,7 ]dec-2-ylidenemethyl)benzene). Reaction SMILES: [CH3:1][O:2][C:3]1[CH:4]=[C:5]([C:16]([O:27][CH3:28])=[C:17]2[CH:24]3[CH2:25][CH:20]4[CH2:21][CH:22]([CH2:26][CH:18]2[CH2:19]4)[CH2:23]3)[CH:6]=[C:7]([NH:9]C(=O)C(F)(F)F)[CH:8]=1.O>CO>[NH2:9][C:7]1[CH:6]=[C:5]([C:16]([O:27][CH3:28])=[C:17]2[CH:18]3[CH2:26][CH:22]4[CH2:21][CH:20]([CH2:25][CH:24]2[CH2:23]4)[CH2:19]3)[CH:4]=[C:3]([O:2][CH3:1])[CH:8]=1. Reported procedure: Trifluoroacetamide enol ether 31 is hydrolyzed at 60° C. with finely ground K2CO2 (3 eq) in MeOH containing trace water. Work up by partitioning the mixture with EtOAc/H2O, followed by silica gel chromatography provides enol ether aniline 32. Starting materials: COC(=O)C(Br)CC1CCCC1, [H-], O=c1cc(I)cn[nH]1, [Na+], C1CCOC1. Product: COC(=O)C(CC1CCCC1)n1ncc(I)cc1=O. Reaction SMILES: [CH3:11][O:12][C:13]([CH:14]([CH2:15][CH:16]1[CH2:17][CH2:18][CH2:19][CH2:20]1)[Br:21])=[O:22].[H-:9].[I:1][c:2]1[cH:3][c:4](=[O:8])[nH:5][n:6][cH:7]1.[Na+:10].[O:23]1[CH2:24][CH2:25][CH2:26][CH2:27]1>>[I:1][c:2]1[cH:3][c:4](=[O:8])[n:5]([CH:14]([C:13]([O:12][CH3:11])=[O:22])[CH2:15][CH:16]2[CH2:17][CH2:18][CH2:19][CH2:20]2)[n:6][cH:7]1. Reactants: FC=1C=C(C=C(C1SC)F)C(CC(C(F)(F)F)=O)=O (1-[3,5-difluoro-4-(methylthio)phenyl]-4,4,4-trifluoro-butane-1,3-dione), Cl.FC1=CC=C(C=C1)NN (4-fluorophenylhydrazine hydrochloride). Reagents/catalysts: Cl (hydrochloric acid). Solvent: C(C)O (ethanol). Run at time 72 hour. Yields the product FC=1C=C(C=C(C1SC)F)C1=CC(=NN1C1=CC=C(C=C1)F)C(F)(F)F (5-[3,5-difluoro-4-(methylthio)-phenyl]-1-(4-fluorophenyl)-3-(trifluoromethyl)-1H-pyrazole). RXN SMILES: [F:1][C:2]1[CH:3]=[C:4]([C:11](=O)[CH2:12][C:13](=O)[C:14]([F:17])([F:16])[F:15])[CH:5]=[C:6]([F:10])[C:7]=1[S:8][CH3:9].Cl.[F:21][C:22]1[CH:27]=[CH:26][C:25]([NH:28][NH2:29])=[CH:24][CH:23]=1>C(O)C.Cl>[F:1][C:2]1[CH:3]=[C:4]([C:11]2[N:28]([C:25]3[CH:26]=[CH:27][C:22]([F:21])=[CH:23][CH:24]=3)[N:29]=[C:13]([C:14]([F:17])([F:16])[F:15])[CH:12]=2)[CH:5]=[C:6]([F:10])[C:7]=1[S:8][CH3:9] |f:1.2|. Procedure: 1-[3,5-difluoro-4-(methylthio)phenyl]-4,4,4-trifluoro-butane-1,3-dione (1.09 g, 3.6 mmol) dissolved in ethanol (150 mL). One drop of concentrated hydrochloric acid was added and 4-fluorophenylhydrazine hydrochloride (0.69 g, 4.0 mmol). The reaction was stirred at ambient temperature for 72 hours. Solvent was removed in vacuo and the residue was dissolved in ethyl acetate (100 mL) extracted with water (2×100 mL), saturated ammonium chloride (2×150 mL) and dried over sodium sulfate. The solvent wa... Starting materials: Tetrakistriphenylphosphine palladium(0), FC1=C(C=C(C=C1)B1OC(C(O1)(C)C)(C)C)C1=CC=C(C=C1)S(=O)(=O)NC (2′-fluoro-N-methyl-5′-(4,4,5,5-tetramethyl-1,3,2-dioxaborolan-2-yl)biphenyl-4-sulfonamide), ClC=1C2=C(N=NC1)N(C=N2)C(C)C (4-chloro-7-isopropyl-7H-imidazo[4,5-c]pyridazine), C(=O)([O-])[O-].[Na+].[Na+] (Na2CO3). The product is FC1=C(C=C(C=C1)C=1C2=C(N=NC1)N(C=N2)C(C)C)C2=CC=C(C=C2)S(=O)(=O)NC (2′-Fluoro-N-methyl-5′-[7-(propan-2-yl)-7H-imidazo[4,5-c]pyridazin-4-yl]biphenyl-4-sulfonamide). Isolated yield 82.0%. Run in CCOC(=O)C (EtOAc), CCOC(=O)C (EtOAc), O (water), O1CCOCC1 (dioxane). Run at temperature 120 celsius, time 18 hour. Reported procedure: To a solution of 2′-fluoro-N-methyl-5′-(4,4,5,5-tetramethyl-1,3,2-dioxaborolan-2-yl)biphenyl-4-sulfonamide (Preparation 44, 112 mg, 0.29 mmol) and 4-chloro-7-isopropyl-7H-imidazo[4,5-c]pyridazine (Preparation 6, 54 mg, 0.27 mmol) in anhydrous dioxane (1.6 mL) was added aqueous Na2CO3 solution (2M, 0.41 mL, 0.81 mmol) and a stream of nitrogen gas was bubbled through the suspension for 5 minutes. Tetrakistriphenylphosphine palladium(0) (5.8 mg, 0.005 mmol) was added and the mixture was heated unde... Reaction SMILES: [F:1][C:2]1[CH:7]=[CH:6][C:5](B2OC(C)(C)C(C)(C)O2)=[CH:4][C:3]=1[C:17]1[CH:22]=[CH:21][C:20]([S:23]([NH:26][CH3:27])(=[O:25])=[O:24])=[CH:19][CH:18]=1.Cl[C:29]1[C:30]2[N:37]=[CH:36][N:35]([CH:38]([CH3:40])[CH3:39])[C:31]=2[N:32]=[N:33][CH:34]=1.C([O-])([O-])=O.[Na+].[Na+]>O1CCOCC1.CCOC(C)=O.O>[F:1][C:2]1[CH:7]=[CH:6][C:5]([C:29]2[C:30]3[N:37]=[CH:36][N:35]([CH:38]([CH3:40])[CH3:39])[C:31]=3[N:32]=[N:33][CH:34]=2)=[CH:4][C:3]=1[C:17]1[CH:18]=[CH:19][C:20]([S:23]([NH:26][CH3:27])(=[O:24])=[O:25])=[CH:21][CH:22]=1 |f:2.3.4|. Reactants: OC1=C(C(=C(C(=C1C)C)NC=O)C)C(=C(C)C)C1=CC=C(C=C1)C (N-[4-hydroxy-3-[2-methyl-1-(4-methylphenyl)-1-propenyl]-2,5,6-trimethylphenyl]formamide), Cl (hydrochloric acid). The solvent is C(C(C)C)O (isobutanol). Reaction conditions: temperature 2.5 celsius, time 1 hour. Product: Cl.CC1(OC2=C(C1C1=CC=C(C=C1)C)C(=C(C(=C2C)C)N)C)C (2,2,4,6,7-pentamethyl-3-(4-methylphenyl)-2,3-dihydro-1-benzofuran-5-amine hydrochloride). RXN SMILES: [OH:1][C:2]1[C:7]([CH3:8])=[C:6]([CH3:9])[C:5]([NH:10]C=O)=[C:4]([CH3:13])[C:3]=1[C:14]([C:18]1[CH:23]=[CH:22][C:21]([CH3:24])=[CH:20][CH:19]=1)=[C:15]([CH3:17])[CH3:16].[ClH:25]>C(O)C(C)C>[ClH:25].[CH3:16][C:15]1([CH3:17])[CH:14]([C:18]2[CH:23]=[CH:22][C:21]([CH3:24])=[CH:20][CH:19]=2)[C:3]2[C:4]([CH3:13])=[C:5]([NH2:10])[C:6]([CH3:9])=[C:7]([CH3:8])[C:2]=2[O:1]1 |f:3.4|. Procedure: To a mixture of N-[4-hydroxy-3-[2-methyl-1-(4-methylphenyl)-1-propenyl]-2,5,6-trimethylphenyl]formamide (740 g) and isobutanol (2220 ml) was added concentrated hydrochloric acid (2220 ml) under nitrogen stream and the mixture was refluxed under heating for 5 hr. The mixture was stirred at 0 to 5° C. for 1 hr. The crystals were collected by filtration and washed with toluene to give 2,2,4,6,7-pentamethyl-3-(4-methylphenyl)-2,3-dihydro-1-benzofuran-5-amine hydrochloride. This hydrochloride was dis... Reactants: ClC1=CC=C(C=C1)C1=C(C(NN=C1C)=O)C1=NC=C(C=C1)C (5-(4-chlorophenyl)-6-methyl-4-(5-methyl-2-pyridyl)-2H-pyridazin-3-one), P(=O)(Cl)(Cl)Cl (phosphorus oxychloride). Reaction conditions: temperature 120 celsius, time 2 hour. The product is ClC=1N=NC(=C(C1C1=NC=C(C=C1)C)C1=CC=C(C=C1)Cl)C (3-chloro-5-(4-chlorophenyl)-6-methyl-4-(5-methyl-2-pyridyl)pyridazine). Yield: 85.0%. RXN SMILES: [Cl:1][C:2]1[CH:7]=[CH:6][C:5]([C:8]2[C:13]([CH3:14])=[N:12][NH:11][C:10](=O)[C:9]=2[C:16]2[CH:21]=[CH:20][C:19]([CH3:22])=[CH:18][N:17]=2)=[CH:4][CH:3]=1.P(Cl)(Cl)([Cl:25])=O>>[Cl:25][C:10]1[N:11]=[N:12][C:13]([CH3:14])=[C:8]([C:5]2[CH:6]=[CH:7][C:2]([Cl:1])=[CH:3][CH:4]=2)[C:9]=1[C:16]1[CH:21]=[CH:20][C:19]([CH3:22])=[CH:18][N:17]=1. Procedure details: 0.20 g of 5-(4-chlorophenyl)-6-methyl-4-(5-methyl-2-pyridyl)-2H-pyridazin-3-one and 3.2 g of phosphorus oxychloride were mixed. The mixture was stirred for 2 hours on an oil bath of 120° C. The reaction mixture was allowed to cool to room temperature, then, concentrated under reduced pressure. To the resultant residue were added ethyl acetate and ice-cooled sodium bicarbonate water. The mixture was stirred for about 5 minutes at room temperature, then, liquid-separated. The organic layer was was... Reactants: COC(=O)C1=CC=C(O1)C=1[Se]C=CC1C(=O)C1=C([Se]C=C1)C=1OC(=CC1)C(=O)OC (5-Methoxycarbonyl-2-furyl-3-selenophenyl ketone), C1(=CC=CC=C1)NN (phenylhydrazine), C(C1=CC=CC=C1)N1N=C(C2=C1C=C[Se]2)C=2OC(=CC2)C(=O)OC (1-Benzyl-3-(5-methoxycarbonyl-2-furyl)selenolo[3,2-c]-pyrazole). The solvent is C(C)(=O)O (acetic acid). Product: COC(=O)C1=CC=C(O1)C=1C2=C(N(N1)C1=CC=CC=C1)[Se]C=C2 (3-(5-Methoxycarbonyl-2-furyl)-1-phenylselenolo[2,3-c]-pyrazole). Reaction SMILES: COC(C1OC(C2[Se]C=CC=2[C:15]([C:17]2[CH:21]=[CH:20][Se:19][C:18]=2[C:22]2[O:23][C:24]([C:27]([O:29][CH3:30])=[O:28])=[CH:25][CH:26]=2)=O)=CC=1)=O.[C:31]1([NH:37][NH2:38])[CH:36]=[CH:35][CH:34]=[CH:33][CH:32]=1.C(N1C2C=C[Se]C=2C(C2OC(C(OC)=O)=CC=2)=N1)C1C=CC=CC=1>C(O)(=O)C>[CH3:30][O:29][C:27]([C:24]1[O:23][C:22]([C:18]2[C:17]3[CH:21]=[CH:20][Se:19][C:15]=3[N:37]([C:31]3[CH:36]=[CH:35][CH:34]=[CH:33][CH:32]=3)[N:38]=2)=[CH:26][CH:25]=1)=[O:28]. Procedure details: Compound 73 (3.8 g, 0.013 mole), phenylhydrazine 8 (5.0 g, 0.046 mole) and glacial acetic acid (1.5 ml) were allowed to react as in the preparation of compound 55 to afford compound 78. Yield: 0.62 g (12.8%); white needle crystals; mp 167-169° C. Reactants: COC1=C(C(=CC(=C1)S(=O)(=O)CC1=CC(=C(C=C1)OC)[N+](=O)[O-])OC)OC (1,2,3-trimethoxy-5-((4-methoxy-3-nitrobenzyl)sulfonyl)benzene), O.O.Cl[Sn]Cl (SnCl2.2H2O). Solvent: CO (methanol). Yields the product COC1=C(N)C=C(C=C1)CS(=O)(=O)C1=CC(=C(C(=C1)OC)OC)OC (2-methoxy-5-(((3,4,5-trimethoxyphenyl)sulfonyl)methyl)aniline). RXN SMILES: [CH3:1][O:2][C:3]1[CH:8]=[C:7]([S:9]([CH2:12][C:13]2[CH:18]=[CH:17][C:16]([O:19][CH3:20])=[C:15]([N+:21]([O-])=O)[CH:14]=2)(=[O:11])=[O:10])[CH:6]=[C:5]([O:24][CH3:25])[C:4]=1[O:26][CH3:27].O.O.Cl[Sn]Cl>CO>[CH3:20][O:19][C:16]1[CH:17]=[CH:18][C:13]([CH2:12][S:9]([C:7]2[CH:6]=[C:5]([O:24][CH3:25])[C:4]([O:26][CH3:27])=[C:3]([O:2][CH3:1])[CH:8]=2)(=[O:11])=[O:10])=[CH:14][C:15]=1[NH2:21] |f:1.2.3|. Procedure: A solution of Example 91A (490 mg, 1.23 mmol) in methanol (10 mL) was treated with SnCl2.2H2O (1.39 g; 6.17 mmol), heated to reflux for 1 hour, and concentrated. The concentrate was partitioned between saturated NaHCO3 and ethyl acetate, and the aqueous phase was extracted with ethyl acetate. The combined extracts were dried (MgSO4), filtered, and concentrated. The concentrate was purified by flash column chromatography on silica gel with 10% ethyl acetate/dichloromethane to provide the desired ... The reactants are CCCCCC(C)N(CC(OCC)OCC)C(=O)CCl, CCO, [Na+], [Na+], O=C([O-])[O-], OCCO, Cc1ccccc1S(=O)(=O)O. Yields the product CCCCCC(C)N(CC1OCCO1)C(=O)CCl. As a reaction SMILES: [CH3:1][CH:2]([CH2:3][CH2:4][CH2:5][CH2:6][CH3:7])[N:8]([C:9]([CH2:10][Cl:11])=[O:12])[CH2:13][CH:14]([O:15][CH2:16][CH3:17])[O:18][CH2:19][CH3:20].[CH3:42][CH2:43][OH:44].[Na+:36].[Na+:37].[O-:38][C:39](=[O:40])[O-:41].[OH:21][CH2:22][CH2:23][OH:24].[c:25]1([CH3:26])[c:27]([S:28]([OH:29])(=[O:30])=[O:31])[cH:32][cH:33][cH:34][cH:35]1>>[CH3:1][CH:2]([CH2:3][CH2:4][CH2:5][CH2:6][CH3:7])[N:8]([C:9]([CH2:10][Cl:11])=[O:12])[CH2:13][CH:14]1[O:15][CH2:20][CH2:19][O:18]1.